This data is from the Open Reaction Database (ORD), a public repository of structured organic reaction records. The task is: describe an organic reaction: reactants, conditions, products, and yield Starting materials: CC(C)(C)NC(=O)c1ccc(C(CC2CCCC2)c2cc3cc(F)cnc3[nH]2)cc1, ClC(Cl)Cl, O=P(Cl)(Cl)Cl. The product is N#Cc1ccc(C(CC2CCCC2)c2cc3cc(F)cnc3[nH]2)cc1. RXN SMILES: [C:1]([CH3:3])([CH3:4])([NH:5][C:6](=[O:2])[c:7]1[cH:8][cH:9][c:10]([CH:13]([CH2:14][CH:15]2[CH2:16][CH2:17][CH2:18][CH2:19]2)[c:20]2[cH:21][c:22]3[c:23]([n:24][cH:25][c:26]([F:28])[cH:27]3)[nH:29]2)[cH:11][cH:12]1)[CH3:30].[CH:36]([Cl:37])([Cl:38])[Cl:39].[P:31]([Cl:32])([Cl:33])([Cl:34])=[O:35]>>[N:5]#[C:6][c:7]1[cH:8][cH:9][c:10]([CH:13]([CH2:14][CH:15]2[CH2:16][CH2:17][CH2:18][CH2:19]2)[c:20]2[cH:21][c:22]3[c:23]([n:24][cH:25][c:26]([F:28])[cH:27]3)[nH:29]2)[cH:11][cH:12]1. The reactants are COC(CC1=CSC=C1NC1=C(C=CC=C1Cl)Cl)=O (4-(2,6-dichloroanilino)-3-thiophenacetic acid methyl ester), C(C1=CC=CC=C1)[O-].[K+] (potassium benzyl alcoholate). Solvent: C(C1=CC=CC=C1)O (benzyl alcohol). Conditions: time 2 hour. Product: C(C1=CC=CC=C1)OC(CC1=CSC=C1NC1=C(C=CC=C1Cl)Cl)=O (4-(2,6-dichloroanilino)-3-thiophenacetic acid benzyl ester). As a reaction SMILES: [CH3:1][O:2][C:3](=[O:19])[CH2:4][C:5]1[C:9]([NH:10][C:11]2[C:16]([Cl:17])=[CH:15][CH:14]=[CH:13][C:12]=2[Cl:18])=[CH:8][S:7][CH:6]=1.C([O-])[C:21]1[CH:26]=[CH:25][CH:24]=[CH:23][CH:22]=1.[K+]>C(O)C1C=CC=CC=1>[CH2:1]([O:2][C:3](=[O:19])[CH2:4][C:5]1[C:9]([NH:10][C:11]2[C:16]([Cl:17])=[CH:15][CH:14]=[CH:13][C:12]=2[Cl:18])=[CH:8][S:7][CH:6]=1)[C:21]1[CH:26]=[CH:25][CH:24]=[CH:23][CH:22]=1 |f:1.2|. Procedure details: 316 mg (1 mmole) of 4-(2,6-dichloroanilino)-3-thiophenacetic acid methyl ester are introduced into a solution of 10 mg of potassium benzyl alcoholate in 20 ml of benzyl alcohol. The mixture is stirred at room temperature for 2 hours, excess alcohol is distilled off in vacuo and 4-(2,6-dichloroanilino)-3-thiophenacetic acid benzyl ester is obtained as the residue. Reactants: COC(N=C(C(=NC1=CC=C(C=C1)C1=NOC(=N1)C)C1=C(C(=CC(=C1)CC)OCC(N(C)C)=O)F)SC)=O ({2-(3-dimethylcarbamoylmethoxy-5-ethyl-2-fluorophenyl)-2-[4-(5-methyl-[1,2,4]oxadiazol-3-yl)phenylimino]-1-methylsulfanylethylidene}carbamic acid methyl ester), Cl.N(N)C1=C(C(=O)O)C=CC=C1 (2-hydrazinobenzoic acid hydrochloride). Product: CN(C(=O)COC=1C(=C(C=C(C1)CC)C(C1=NN(C(N1)=O)C1=C(C(=O)O)C=CC=C1)NC1=CC=C(C=C1)C1=NOC(=N1)C)F)C (2-(3-{(3-dimethylcarbamoylmethoxy-5-ethyl-2-fluorophenyl)-[4-(5-methyl-[1,2,4]oxadiazol-3-yl)phenylamino]methyl}-5-oxo-4,5-dihydro-1H-[1,2,4]triazol-1-yl)benzoic acid). Yield: 60.2%. As a reaction SMILES: CO[C:3](=[O:38])[N:4]=[C:5](SC)[C:6]([C:20]1[CH:25]=[C:24]([CH2:26][CH3:27])[CH:23]=[C:22]([O:28][CH2:29][C:30](=[O:34])[N:31]([CH3:33])[CH3:32])[C:21]=1[F:35])=[N:7][C:8]1[CH:13]=[CH:12][C:11]([C:14]2[N:18]=[C:17]([CH3:19])[O:16][N:15]=2)=[CH:10][CH:9]=1.Cl.[NH:40]([C:42]1[CH:50]=[CH:49][CH:48]=[CH:47][C:43]=1[C:44]([OH:46])=[O:45])[NH2:41]>>[CH3:32][N:31]([CH3:33])[C:30]([CH2:29][O:28][C:22]1[C:21]([F:35])=[C:20]([CH:6]([NH:7][C:8]2[CH:9]=[CH:10][C:11]([C:14]3[N:18]=[C:17]([CH3:19])[O:16][N:15]=3)=[CH:12][CH:13]=2)[C:5]2[NH:4][C:3](=[O:38])[N:40]([C:42]3[CH:50]=[CH:49][CH:48]=[CH:47][C:43]=3[C:44]([OH:46])=[O:45])[N:41]=2)[CH:25]=[C:24]([CH2:26][CH3:27])[CH:23]=1)=[O:34] |f:1.2|. Reported procedure: The same procedure was carried out as in Example (2f), except that 0.409 g of {2-(3-dimethylcarbamoylmethoxy-5-ethyl-2-fluorophenyl)-2-[4-(5-methyl-[1,2,4]oxadiazol-3-yl)phenylimino]-1-methylsulfanylethylidene}carbamic acid methyl ester was used instead of the [2-(4-cyanophenylimino)-2-(2-fluoro-3,5-dimethoxyphenyl)-1-methylsulfanylethylidene]carbamic acid methyl ester in Example (2f), and 0.160 g of 2-hydrazinobenzoic acid hydrochloride was used instead of (1-oxypyridin-2-yl)hydrazine, to give ... Starting materials: ClCCCl (1,2-Dichloroethane), CC=1C(=C(C(=C(O)C1)C)C)O (trimethylhydroquinone), OC(CCCCCC(=O)OC)C1=CC=C(C=C1)N1C=NC=C1 (methyl 7-hydroxy-7-[4-(1-imidazolyl)phenyl]heptanoate), ferric chloride, B(F)(F)F.CCOCC (boron trifluoride ethyl etherate). The solvent is O (water), CO (methanol). Conditions: temperature 80 celsius. Product: N1(C=NC=C1)C1=CC=C(C=C1)C(CCCCCC(=O)OC)C=1C(C(=C(C(C1C)=O)C)C)=O (methyl 7-[4-(1-imidazolyl)phenyl]-7-(3,5,6-trimethyl-1,4-benzoquinon-2-yl)heptanoate). Isolated yield 78.2%. As a reaction SMILES: ClCCCl.[CH3:5][C:6]1[C:7]([OH:15])=[C:8]([CH3:14])[C:9]([CH3:13])=[C:10]([CH:12]=1)[OH:11].O[CH:17]([C:27]1[CH:32]=[CH:31][C:30]([N:33]2[CH:37]=[CH:36][N:35]=[CH:34]2)=[CH:29][CH:28]=1)[CH2:18][CH2:19][CH2:20][CH2:21][CH2:22][C:23]([O:25][CH3:26])=[O:24].B(F)(F)F.CCOCC>O.CO>[N:33]1([C:30]2[CH:29]=[CH:28][C:27]([CH:17]([C:12]3[C:10](=[O:11])[C:9]([CH3:13])=[C:8]([CH3:14])[C:7](=[O:15])[C:6]=3[CH3:5])[CH2:18][CH2:19][CH2:20][CH2:21][CH2:22][C:23]([O:25][CH3:26])=[O:24])=[CH:32][CH:31]=2)[CH:37]=[CH:36][N:35]=[CH:34]1 |f:3.4|. Reported procedure: 1,2-Dichloroethane (15 ml) was added to 0.76 g (5.0 mmole) of trimethylhydroquinone and 1.51 g (5.0 mmole) of methyl 7-hydroxy-7-[4-(1-imidazolyl)phenyl]heptanoate, followed by warming at 80° C. and stirring. 1.42 ml (5.0×2.3 mmole) of boron trifluoride ethyl etherate was added dropwise to the mixture, followed by stirring at 80° C. for 2 hours. Then, methanol (15 ml) was added to the reaction solution, followed by further stirring at 80° C. for 2 hours. After cooling by standing at room tempera... The reactants are C(C1=CC=CC=C1)OC1=C2N(C(=NC1=O)CC1(CCCC1)C1=CC=CC=C1)CCN(C2=O)C2CC2 (9-benzyloxy-2-cyclopropyl-6-(1-phenyl-cyclopentylmethyl)-3,4-dihydro-2H-pyrazino[1,2-c]pyrimidine-1,8-dione), OCCN(C(=O)C1=NC(=NC(=C1OCC1=CC=CC=C1)O)CC1(CCCC1)C1=CC=CC=C1)C1CCOCC1 (5-benzyloxy-6-hydroxy-2-(1-phenyl-cyclopentylmethyl)-pyrimidine-4-carboxylic acid (2-hydroxyethyl)-(tetrahydro-pyran-4-yl)-amide). Yields the product C(C1=CC=CC=C1)OC1=C2N(C(=NC1=O)CC1(CCCC1)C1=CC=CC=C1)CCN(C2=O)C2CCOCC2 (9-Benzyloxy-6-(1-phenyl-cyclopentylmethyl)-2-(tetrahydro-pyran-4-yl)-3,4-dihydro-2H-pyrazino[1,2-c]pyrimidine-1,8-dione). Yield: 56.2%. Reaction SMILES: C(OC1C(=O)N=C(CC2(C3C=CC=CC=3)CCCC2)N2CCN(C3CC3)C(=O)C=12)C1C=CC=CC=1.O[CH2:37][CH2:38][N:39]([CH:69]1[CH2:74][CH2:73][O:72][CH2:71][CH2:70]1)[C:40]([C:42]1[C:47]([O:48][CH2:49][C:50]2[CH:55]=[CH:54][CH:53]=[CH:52][CH:51]=2)=[C:46]([OH:56])[N:45]=[C:44]([CH2:57][C:58]2([C:63]3[CH:68]=[CH:67][CH:66]=[CH:65][CH:64]=3)[CH2:62][CH2:61][CH2:60][CH2:59]2)[N:43]=1)=[O:41]>>[CH2:49]([O:48][C:47]1[C:46](=[O:56])[N:45]=[C:44]([CH2:57][C:58]2([C:63]3[CH:64]=[CH:65][CH:66]=[CH:67][CH:68]=3)[CH2:59][CH2:60][CH2:61][CH2:62]2)[N:43]2[CH2:37][CH2:38][N:39]([CH:69]3[CH2:70][CH2:71][O:72][CH2:73][CH2:74]3)[C:40](=[O:41])[C:42]=12)[C:50]1[CH:51]=[CH:52][CH:53]=[CH:54][CH:55]=1. Procedure details: This compound was prepared following the same method as described for 9-benzyloxy-2-cyclopropyl-6-(1-phenyl-cyclopentylmethyl)-3,4-dihydro-2H-pyrazino[1,2-c]pyrimidine-1,8-dione (286) from 5-benzyloxy-6-hydroxy-2-(1-phenyl-cyclopentylmethyl)-pyrimidine-4-carboxylic acid (2-hydroxyethyl)-(tetrahydro-pyran-4-yl)-amide (309) (440 mg, 0.90 mmol). The product was obtained as a white solid (260 mg, 56.1%). Reactants: BrC1(C(C2=CC=C(C=C2CC1C)OC)=O)Br (2,2-dibromo-3-methyl-6-(methyloxy)-3,4-dihydro-1(2H)-naphthalenone), N12CCCCCC2=NCCC1 (1,8-diazabicyclo[5.4.0]undec-7-ene). The solvent is CC#N (CH3CN). Reaction conditions: time 40 minute. Product: BrC1=C(C2=CC=C(C=C2C=C1C)OC)O (2-Bromo-3-methyl-6-(methyloxy)-1-naphthalenol). Isolated yield 101.0%. Reaction SMILES: [Br:1][C:2]1(Br)[CH:11]([CH3:12])[CH2:10][C:9]2[C:4](=[CH:5][CH:6]=[C:7]([O:13][CH3:14])[CH:8]=2)[C:3]1=[O:15].N12CCCN=C1CCCCC2>CC#N>[Br:1][C:2]1[C:11]([CH3:12])=[CH:10][C:9]2[C:4](=[CH:5][CH:6]=[C:7]([O:13][CH3:14])[CH:8]=2)[C:3]=1[OH:15]. Reported procedure: This compound was prepared according to procedures described for similar compounds (i.e. 2-bromo-1-naphthols) as reported by G. R. Green et. al. (Tetrahedron, (1998), 54, 9875-9894), with modification. To a stirred solution of 3-methyl-6-(methyloxy)-3,4-dihydro-1(2H)-naphthalenone (12) (4.80 g, 25.2 mmol) in CHCl3 (130 mL) was slowly added dropwise a solution of Br2 (8.12 g, 50.81 mmol, 2.02 eq) in CHCl3 (60 mL) over a period of 4 h at RT under N2. The reaction mixture was stirred overnight. The...